Dataset: the Open Reaction Database (ORD), a public repository of structured organic reaction records. Task: describe an organic reaction: reactants, conditions, products, and yield Reactants: COC1=CC2=C(CC(N(CC2)CCCCl)=O)C=C1OC (1-[7,8-dimethoxy-1,3,4,5-tetrahydro-2H-3-benzazepin-2-on-3-yl]-3-chloro-propane), NC1=C(C=C(C=C1C#N)CCNC)Br (2-(4-amino-3-bromo-5-cyano-phenyl)-N-methyl-ethylamine). Yields the product COC1=CC2=C(CC(N(CC2)CCCN(CCC2=CC(=C(C(=C2)C#N)N)Br)C)=O)C=C1OC (1-[7,8-Dimethoxy-1,3,4,5-tetrahydro-2H-3-benzazepin-2-on-3-yl]-3-[N-methyl-N-(2-{4-amino-3-bromo-5-cyano-phenyl}-ethyl)-amino]-propane). Reaction SMILES: [CH3:1][O:2][C:3]1[C:18]([O:19][CH3:20])=[CH:17][C:6]2[CH2:7][C:8](=[O:16])[N:9]([CH2:12][CH2:13][CH2:14]Cl)[CH2:10][CH2:11][C:5]=2[CH:4]=1.[NH2:21][C:22]1[C:27]([C:28]#[N:29])=[CH:26][C:25]([CH2:30][CH2:31][NH:32][CH3:33])=[CH:24][C:23]=1[Br:34]>>[CH3:1][O:2][C:3]1[C:18]([O:19][CH3:20])=[CH:17][C:6]2[CH2:7][C:8](=[O:16])[N:9]([CH2:12][CH2:13][CH2:14][N:32]([CH3:33])[CH2:31][CH2:30][C:25]3[CH:26]=[C:27]([C:28]#[N:29])[C:22]([NH2:21])=[C:23]([Br:34])[CH:24]=3)[CH2:10][CH2:11][C:5]=2[CH:4]=1. Procedure details: This compound was prepared analogous to Example 5(b) from 1-[7,8-dimethoxy-1,3,4,5-tetrahydro-2H-3-benzazepin-2-on-3-yl]-3-chloro-propane and 2-(4-amino-3-bromo-5-cyano-phenyl)-N-methyl-ethylamine.